Dataset: the Open Reaction Database (ORD), a public repository of structured organic reaction records. Task: describe an organic reaction: reactants, conditions, products, and yield Starting materials: O=C1C(=CC2=C(N1)CCOC2)C#N (2-Oxo-1,5,7,8-tetrahydro-2H-pyrano[4,3-b]pyridine-3-carbonitrile), P(=O)(Cl)(Cl)Cl (phosphoryl chloride), C(O)([O-])=O.[Na+] (sodium hydrogen carbonate). Yields the product ClC1=C(C=C2C(=N1)CCOC2)C#N (2-chloro-7,8-dihydro-5H-pyrano[4,3-b]pyridine-3-carbonitrile). Yield: 66.0%. RXN SMILES: O=[C:2]1[NH:7][C:6]2[CH2:8][CH2:9][O:10][CH2:11][C:5]=2[CH:4]=[C:3]1[C:12]#[N:13].C(=O)([O-])O.[Na+].P(Cl)(Cl)([Cl:21])=O>>[Cl:21][C:2]1[N:7]=[C:6]2[CH2:8][CH2:9][O:10][CH2:11][C:5]2=[CH:4][C:3]=1[C:12]#[N:13] |f:1.2|. Procedure details: step 2 2-Oxo-1,5,7,8-tetrahydro-2H-pyrano[4,3-b]pyridine-3-carbonitrile (2.50 g, 14.4 mmol) obtained in step 1 was dissolved in phosphoryl chloride (20 mL), and the mixture was stirred with heating under reflux for 4 hr. The mixture was allowed to cool to room temperature, and slowly added to a saturated aqueous sodium hydrogen carbonate solution at 0° C., then the mixture was extracted with chloroform. The organic layer was washed with saturated brine, dried over anhydrous magnesium sulfate, an... Reactants: BrC=1C=C(C=C(C1)Br)C1OCCO1 (2-(3,5-dibromo-phenyl)-[1,3]dioxolane), [Li]CCCC (n-BuLi), C(C)(=O)O (acetic acid), OO (hydrogen peroxide), O (water), B(OC)(OC)OC (trimethyl borate). Run in C1CCOC1 (THF). Run at time 30 minute. Yields the product BrC=1C=C(C=C(C1)C1OCCO1)O (3-Bromo-5-[1,3]dioxolan-2-yl-phenol). RXN SMILES: [Br:1][C:2]1[CH:3]=[C:4]([CH:9]2[O:13][CH2:12][CH2:11][O:10]2)[CH:5]=[C:6](Br)[CH:7]=1.[Li]CCCC.B(OC)(OC)[O:20]C.C(O)(=O)C.OO.O>C1COCC1>[Br:1][C:2]1[CH:7]=[C:6]([OH:20])[CH:5]=[C:4]([CH:9]2[O:13][CH2:12][CH2:11][O:10]2)[CH:3]=1. Procedure details: To a solution of 2-(3,5-dibromo-phenyl)-[1,3]dioxolane (20.25 g, 65.75 mmol, 1.0 equiv) in anhydrous THF (200 mL) was added n-BuLi (45.2 mL, 72.33 mmol, 1.1 equiv, 1.6 M solution in hexane) at −78° C. under Ar. After stirring the reaction mixture for 30 min, trimethyl borate (7.33 mL, 6.83 g, 65.75 mmol, 1.0 equiv) was added rapidly and the reaction allowed to come to 0° C. over a time period of 4 h. A solution of conc. acetic acid (5.64 mL, 5.92 g, 98.63 mmol, 1.5 equiv) was slowly added follow... The reactants are C(C)(=O)[O-].[Na+] (sodium acetate), [H][H] (hydrogen), ClC(C(=O)OCC)(CC(F)(F)Cl)Cl (ethyl 2,2,4-trichloro-4,4-difluorobutyrate), [H][H] (hydrogen). The reagents and catalysts are [Pt] (platinum/carbon). Solvent: C(C)O (ethanol). Yields the product ClC(CCC(=O)OCC)(F)F (ethyl 4-chloro-4,4-difluorobutyrate). Yield: 75.2%. RXN SMILES: Cl[C:2](Cl)([CH2:8][C:9]([Cl:12])([F:11])[F:10])[C:3]([O:5][CH2:6][CH3:7])=[O:4].C([O-])(=O)C.[Na+].[H][H]>C(O)C.[Pt]>[Cl:12][C:9]([F:10])([F:11])[CH2:8][CH2:2][C:3]([O:5][CH2:6][CH3:7])=[O:4] |f:1.2|. Reported procedure: 25.5 g of ethyl 2,2,4-trichloro-4,4-difluorobutyrate are dissolved in 200 ml of absolute ethanol. 16.4 g of anhydrous sodium acetate and 2.0 g of 5% platinum/carbon catalyst are added and then gaseous hydrogen is passed in under atmospheric pressure until the hydrogen uptake is 2 equivalents. The catalyst is removed by filtration and the ethanol is removed by distillation and then the remaining oil is poured onto water, and the organic phase is separated off, dried with sodium sulfate, filtered ... Starting materials: C[Si](C)(C)[N-][Si](C)(C)C.[Li+] (lithium bis(trimethylsilyl)amide), BrCC1=C(C=CC=C1C(F)(F)F)F (2-(bromomethyl)-1-fluoro-3-(trifluoromethyl)benzene), FC1=C(C(=O)NC2=NNC=C2)C(=CC=C1)F (2,6-difluoro-N-1H-pyrazol-3-ylbenzamide), FC1=C(C(=O)NC2=NNC=C2)C(=CC=C1)F (2,6-difluoro-N-1H-pyrazol-3-ylbenzamide). The solvent is C1CCOC1 (THF), C1CCOC1 (THF), C1CCOC1 (THF). Conditions: temperature 5 celsius, time 8 hour. Product: FC1=C(C(=O)NC2=NN(C=C2)CC2=C(C=CC=C2C(F)(F)F)F)C(=CC=C1)F (2,6-Difluoro-N-(1-{[2-fluoro-6-(trifluoromethyl)phenyl]methyl}-1H-pyrazol-3-yl)benzamide). RXN SMILES: [F:1][C:2]1[CH:15]=[CH:14][CH:13]=[C:12]([F:16])[C:3]=1[C:4]([NH:6][C:7]1[CH:11]=[CH:10][NH:9][N:8]=1)=[O:5].C[Si]([N-][Si](C)(C)C)(C)C.[Li+].Br[CH2:28][C:29]1[C:34]([C:35]([F:38])([F:37])[F:36])=[CH:33][CH:32]=[CH:31][C:30]=1[F:39]>C1COCC1>[F:1][C:2]1[CH:15]=[CH:14][CH:13]=[C:12]([F:16])[C:3]=1[C:4]([NH:6][C:7]1[CH:11]=[CH:10][N:9]([CH2:28][C:29]2[C:34]([C:35]([F:36])([F:38])[F:37])=[CH:33][CH:32]=[CH:31][C:30]=2[F:39])[N:8]=1)=[O:5] |f:1.2|. Procedure details: A solution of 2,6-difluoro-N-1H-pyrazol-3-ylbenzamide (for a preparation see Intermediate 9) (4.59 g, 20.6 mmol) in THF (45 ml) was cooled to 5° C. under nitrogen. A solution of 1.0 M lithium bis(trimethylsilyl)amide in THF (20.6 ml, 20.6 mmol) was added dropwise maintaining the temperature below 10° C. After 10 minutes a solution of 2-(bromomethyl)-1-fluoro-3-(trifluoromethyl)benzene (5.29 g, 20.6 mmol, JRD fluorochemicals Ltd) in THF (9 ml) was added and the reaction mixture was stirred at roo... Starting materials: CCO, [Fe+2], CCCC(=O)Nc1n[nH]c2ccc([N+](=O)[O-])cc12, N, O, O, O, O, O, O, O, O, O=S(=O)([O-])[O-]. Product: CCCC(=O)Nc1n[nH]c2ccc(N)cc12. Reaction SMILES: [CH3:21][CH2:22][OH:23].[Fe+2:36].[N+:1]([O-:2])(=[O:3])[c:4]1[cH:5][c:6]2[c:7]([NH:13][C:14]([CH2:15][CH2:16][CH3:17])=[O:18])[n:8][nH:9][c:10]2[cH:11][cH:12]1.[NH3:19].[OH2:20].[OH2:24].[OH2:25].[OH2:26].[OH2:27].[OH2:28].[OH2:29].[OH2:30].[S:31]([O-:32])([O-:33])(=[O:34])=[O:35]>>[NH2:1][c:4]1[cH:5][c:6]2[c:7]([NH:13][C:14]([CH2:15][CH2:16][CH3:17])=[O:18])[n:8][nH:9][c:10]2[cH:11][cH:12]1.